This data is from the Open Reaction Database (ORD), a public repository of structured organic reaction records. The task is: describe an organic reaction: reactants, conditions, products, and yield Starting materials: C(C)(=O)O[BH3-].[Na+] (Sodium acetoxyborohydride), C(C1=CC=CC=C1)OC1=CC=C(C=C1)NC1=NC=NC2=CC=C(C=C12)C1=NC=C(N1C)C=O (2-(4-(4-Benzyloxy-phenylamino)-quinazolin-6-yl)-3-methyl-3H-imidazole-4-carbaldehyde), N1[C@H](C(=O)N)CCC1 (L-prolinamide), C(C)(=O)O (acetic acid). Run in ClCCl (dichloromethane). Conditions: temperature 20 celsius, time 0.75 hour. Product: C(C1=CC=CC=C1)OC1=CC=C(C=C1)NC1=NC=NC2=CC=C(C=C12)C1=NC=C(N1C)CN1[C@@H](CCC1)C(=O)N ((S)-1-(2-(4-(4-Benzyloxy-phenylamino)-quinazolin-6-yl)-3-methyl-3H-imidazol-4-ylmethyl)-pyrrolidine-2-carboxylic acid amide). As a reaction SMILES: [CH2:1]([O:8][C:9]1[CH:14]=[CH:13][C:12]([NH:15][C:16]2[C:25]3[C:20](=[CH:21][CH:22]=[C:23]([C:26]4[N:30]([CH3:31])[C:29]([CH:32]=O)=[CH:28][N:27]=4)[CH:24]=3)[N:19]=[CH:18][N:17]=2)=[CH:11][CH:10]=1)[C:2]1[CH:7]=[CH:6][CH:5]=[CH:4][CH:3]=1.C(O)(=O)C.[NH:38]1[CH2:45][CH2:44][CH2:43][C@H:39]1[C:40]([NH2:42])=[O:41].C(O[BH3-])(=O)C.[Na+]>ClCCl>[CH2:1]([O:8][C:9]1[CH:14]=[CH:13][C:12]([NH:15][C:16]2[C:25]3[C:20](=[CH:21][CH:22]=[C:23]([C:26]4[N:30]([CH3:31])[C:29]([CH2:32][N:38]5[CH2:45][CH2:44][CH2:43][C@H:39]5[C:40]([NH2:42])=[O:41])=[CH:28][N:27]=4)[CH:24]=3)[N:19]=[CH:18][N:17]=2)=[CH:11][CH:10]=1)[C:2]1[CH:3]=[CH:4][CH:5]=[CH:6][CH:7]=1 |f:3.4|. Procedure details: 2-(4-(4-Benzyloxy-phenylamino)-quinazolin-6-yl)-3-methyl-3H-imidazole-4-carbaldehyde was dissolved in dichloromethane (5 ml) containing glacial acetic acid (0.03 ml). L-prolinamide (0.028 g) was added and the mixture stirred at 20° C. for 0.75 hours. Sodium acetoxyborohydride (0.08 g) was added and the reaction stirred at 20° C. for 18 hours. The mixture was partitioned between 2N sodium carbonate and ethyl acetate, the organic phase was dried over magnesium sulphate and concentrated in vacuo. C... The reactants are OO (Hydrogen peroxide), C(C=C)SC1=NC=C(C=N1)Cl (2-allylthio-5-chloropyrimidine). The solvent is C(C)(=O)O (acetic acid). Run at time 24 hour. The product is C(C=C)S(=O)C1=NC=C(C=N1)Cl (2-Allylsulfinyl-5-chloropyrimidine). Yield: 78.0%. As a reaction SMILES: [OH:1]O.[CH2:3]([S:6][C:7]1[N:12]=[CH:11][C:10]([Cl:13])=[CH:9][N:8]=1)[CH:4]=[CH2:5]>C(O)(=O)C>[CH2:3]([S:6]([C:7]1[N:12]=[CH:11][C:10]([Cl:13])=[CH:9][N:8]=1)=[O:1])[CH:4]=[CH2:5]. Procedure details: 30% Hydrogen peroxide (50 mmol) was added to a solution of 2-allylthio-5-chloropyrimidine (10 mmol) in acetic acid (15 ml) and the mixture stirred at room temperature for 24 h. The resultant solution was concentrated at reduced pressure to a small volume, water (20 ml) added and the mixture extracted with chloroform, the chloroform solution washed with potassium carbonate solution, the dried (MgSO4) solution evaporated and the residue crystallized from chloroform: pet. ether; yield 78%, m.p. 82°... Starting materials: CC=1C=C(C(=O)O)C=CC1C (3,4-dimethylbenzoic acid), CC(C)CC(CCC)N (2-methylheptan-4-amine). Product: CC=1C=C(C(=O)NC(CC(C)C)CCC)C=CC1C (3,4-dimethyl-N-(2-methylheptan-4-yl)benzamide). Reaction SMILES: [CH3:1][C:2]1[CH:3]=[C:4]([CH:8]=[CH:9][C:10]=1[CH3:11])[C:5]([OH:7])=O.[CH3:12][CH:13]([CH2:15][CH:16]([NH2:20])[CH2:17][CH2:18][CH3:19])[CH3:14]>>[CH3:1][C:2]1[CH:3]=[C:4]([CH:8]=[CH:9][C:10]=1[CH3:11])[C:5]([NH:20][CH:16]([CH2:17][CH2:18][CH3:19])[CH2:15][CH:13]([CH3:14])[CH3:12])=[O:7]. Procedure details: Prepared in a similar manner to example 4 using 3,4-dimethylbenzoic acid and 2-methylheptan-4-amine (example 2a). 1H NMR (500 MHz, CDCl3): δ 0.94 (m, 9H); 1.40 (m, 5H); 1.53 (m, 1H); 1.68 (m, 1H); 2.29 (s, 3H); 2.30 (s, 3H); 4.24 (m, 1H); 5.69 (d, 1H); 7.17 (d, 1H); 7.46 (d, 1H); 7.54 (s, 1H). MS (262, M+H).